From a dataset of the Open Reaction Database (ORD), a public repository of structured organic reaction records. describe an organic reaction: reactants, conditions, products, and yield The reactants are ClC=1N=C2N(C(C1)=O)CCC(N2CCOC)(C)C (2-chloro-9-(2-methoxyethyl)-8,8-dimethyl-6,7,8,9-tetrahydro-4H-pyrimido-[1,2-a]pyrimidin-4-one), N1CCOCC1 (morpholine). The product is COCCN1C(CCN2C1=NC(=CC2=O)N2CCOCC2)(C)C (9-(2-methoxyethyl)-8,8-dimethyl-2-(morpholin-4-yl)-6,7,8,9-tetrahydro-4H-pyrimido[1,2-a]-pyrimidin-4-one). The yield is 58.0%. Reaction SMILES: Cl[C:2]1[N:3]=[C:4]2[N:12]([CH2:13][CH2:14][O:15][CH3:16])[C:11]([CH3:18])([CH3:17])[CH2:10][CH2:9][N:5]2[C:6](=[O:8])[CH:7]=1.[NH:19]1[CH2:24][CH2:23][O:22][CH2:21][CH2:20]1>>[CH3:16][O:15][CH2:14][CH2:13][N:12]1[C:4]2=[N:3][C:2]([N:19]3[CH2:24][CH2:23][O:22][CH2:21][CH2:20]3)=[CH:7][C:6](=[O:8])[N:5]2[CH2:9][CH2:10][C:11]1([CH3:18])[CH3:17]. Reported procedure: 0.07 g of 2-chloro-9-(2-methoxyethyl)-8,8-dimethyl-6,7,8,9-tetrahydro-4H-pyrimido-[1,2-a]pyrimidin-4-one in 2.5 mL of morpholine are heated with the microwave oven to 80° C. for 2 h. The crude is purified by flash chromatography on silica gel SiO2 (100% CH2Cl2 to 92/8 CH2Cl2/MeOH). 0.050 g (yield=58%) of 9-(2-methoxyethyl)-8,8-dimethyl-2-(morpholin-4-yl)-6,7,8,9-tetrahydro-4H-pyrimido[1,2-a]-pyrimidin-4-one are obtained as a white solid including the following characteristics: The reactants are [BH4-], O=C(N(Cc1ccnc2ccccc12)C1CCN(CC(c2ccccc2)c2ccccc2)C(Cc2ccccc2)C1)C(F)(F)F, [Na+]. Yields the product c1ccc(CC2CC(NCc3ccnc4ccccc34)CCN2CC(c2ccccc2)c2ccccc2)cc1. As a reaction SMILES: [BH4-:46].[CH2:1]([c:2]1[cH:3][cH:4][cH:5][cH:6][cH:7]1)[CH:8]1[N:9]([CH2:32][CH:33]([c:34]2[cH:35][cH:36][cH:37][cH:38][cH:39]2)[c:40]2[cH:41][cH:42][cH:43][cH:44][cH:45]2)[CH2:10][CH2:11][CH:12]([N:14]([C:15](=[O:16])[C:17]([F:18])([F:19])[F:20])[CH2:21][c:22]2[cH:23][cH:24][n:25][c:26]3[cH:27][cH:28][cH:29][cH:30][c:31]23)[CH2:13]1.[Na+:47]>>[CH2:1]([c:2]1[cH:3][cH:4][cH:5][cH:6][cH:7]1)[CH:8]1[N:9]([CH2:32][CH:33]([c:34]2[cH:35][cH:36][cH:37][cH:38][cH:39]2)[c:40]2[cH:41][cH:42][cH:43][cH:44][cH:45]2)[CH2:10][CH2:11][CH:12]([NH:14][CH2:21][c:22]2[cH:23][cH:24][n:25][c:26]3[cH:27][cH:28][cH:29][cH:30][c:31]23)[CH2:13]1. RXN SMILES: [CH3:27][OH:28].[ClH:31].[F:1][C:2]([CH2:3][CH2:4][CH:5]([C:6](=[O:7])[O:8][CH3:9])[S:10](=[O:11])(=[O:12])[CH2:13][CH2:14][C:15]([C:16]([F:17])([F:18])[F:19])([F:20])[F:21])([C:22]([F:23])([F:24])[F:25])[F:26].[K+:30].[OH-:29].[OH2:32]>>[F:1][C:2]([CH2:3][CH2:4][CH:5]([C:6](=[O:7])[OH:8])[S:10](=[O:11])(=[O:12])[CH2:13][CH2:14][C:15]([C:16]([F:17])([F:18])[F:19])([F:20])[F:21])([C:22]([F:23])([F:24])[F:25])[F:26]. The product is O=C(O)C(CCC(F)(F)C(F)(F)F)S(=O)(=O)CCC(F)(F)C(F)(F)F. Reactants: CO, Cl, COC(=O)C(CCC(F)(F)C(F)(F)F)S(=O)(=O)CCC(F)(F)C(F)(F)F, [K+], [OH-], O. Reactants: N([C@H](CCS(=O)(=O)C)C(=O)NCC(=O)N[C@@H](CC1=CC=CC=C1)C(=O)NNC(=O)C)C(=O)OC(C)(C)C (BOC-(D)-Met(O2)-Gly-Phe-NHNH-COCH3), CC(C)(C)OC(=O)N[C@@H](CC1=CC=C(C=C1)O)C(=O)OCC2=CC=C(C=C2)[N+](=O)[O-] (BOC-Tyr-ONB). Yields the product N([C@@H](CC1=CC=C(C=C1)O)C(=O)N[C@H](CCS(=O)(=O)C)C(=O)NCC(=O)N[C@@H](CC1=CC=CC=C1)C(=O)NNC(=O)C)C(=O)OC(C)(C)C (BOC-Tyr-(D)-Met(O2)-Gly-Phe-NHNH-COCH3), ( V ). RXN SMILES: [NH:1](C(OC(C)(C)C)=O)[C@@H:2]([C:9]([NH:11][CH2:12][C:13]([NH:15][C@H:16]([C:24]([NH:26][NH:27][C:28]([CH3:30])=[O:29])=[O:25])[CH2:17][C:18]1[CH:23]=[CH:22][CH:21]=[CH:20][CH:19]=1)=[O:14])=[O:10])[CH2:3][CH2:4][S:5]([CH3:8])(=[O:7])=[O:6].[CH3:38][C:39]([O:42][C:43]([NH:45][C@H:46]([C:55]([O:57]CC1C=CC([N+]([O-])=O)=CC=1)=O)[CH2:47][C:48]1[CH:53]=[CH:52][C:51]([OH:54])=[CH:50][CH:49]=1)=[O:44])([CH3:41])[CH3:40]>>[NH:45]([C:43]([O:42][C:39]([CH3:38])([CH3:40])[CH3:41])=[O:44])[C@H:46]([C:55]([NH:1][C@@H:2]([C:9]([NH:11][CH2:12][C:13]([NH:15][C@H:16]([C:24]([NH:26][NH:27][C:28]([CH3:30])=[O:29])=[O:25])[CH2:17][C:18]1[CH:23]=[CH:22][CH:21]=[CH:20][CH:19]=1)=[O:14])=[O:10])[CH2:3][CH2:4][S:5]([CH3:8])(=[O:7])=[O:6])=[O:57])[CH2:47][C:48]1[CH:49]=[CH:50][C:51]([OH:54])=[CH:52][CH:53]=1. Reported procedure: Using BOC-(D)-Met(O2)-Gly-Phe-NHNH-COCH3 (0.52 g) and BOC-Tyr-ONB(0.46 g), the desired compound is obtained in a similar manner to (V) of Example 26. m.p. 176°-177° C. [α]D23 -2.9°(c=0.24, DMF), Rf1 =0.23. The reactants are [Al+3], COC(=O)c1cccc(OCC(C)(C)C)c1, [H-], [H-], [H-], [H-], [Li+], [Na+], C1CCOC1, [OH-], O. The product is CC(C)(C)COc1cccc(CO)c1. RXN SMILES: [Al+3:18].[CH2:1]([C:2]([CH3:3])([CH3:4])[CH3:5])[O:6][c:7]1[cH:8][c:9]([C:10](=[O:11])[O:12][CH3:13])[cH:14][cH:15][cH:16]1.[H-:17].[H-:20].[H-:21].[H-:22].[Li+:19].[Na+:25].[O:26]1[CH2:27][CH2:28][CH2:29][CH2:30]1.[OH-:24].[OH2:23]>>[CH2:1]([C:2]([CH3:3])([CH3:4])[CH3:5])[O:6][c:7]1[cH:8][c:9]([CH2:10][OH:11])[cH:14][cH:15][cH:16]1. The reactants are BrC1=CC=C(C=C1)I (1-bromo-4-iodobenzene), BrC1=CC=C(C=C1)I (1-bromo-4-iodobenzene), CC[Mg+].[Br-] (EtMgBr), C(C)OCC (diethylether), C(=O)C1CCN(CC1)C(=O)OCC1=CC=CC=C1 (benzyl 4-formylpiperidine-1-carboxylate). Solvent: C1CCOC1 (THF), C1CCOC1 (THF). Conditions: time 14 hour. Product: C(C1=CC=CC=C1)OC(=O)N1CCC(CC1)C(O)C1=CC=C(C=C1)Br (4-[(4-Bromo-phenyl)-hydroxy-methyl]-piperidine-1-carboxylic acid benzyl ester). RXN SMILES: [Br:1][C:2]1[CH:7]=[CH:6][C:5](I)=[CH:4][CH:3]=1.CC[Mg+].[Br-].C(OCC)C.[CH:18]([CH:20]1[CH2:25][CH2:24][N:23]([C:26]([O:28][CH2:29][C:30]2[CH:35]=[CH:34][CH:33]=[CH:32][CH:31]=2)=[O:27])[CH2:22][CH2:21]1)=[O:19]>C1COCC1>[CH2:29]([O:28][C:26]([N:23]1[CH2:24][CH2:25][CH:20]([CH:18]([C:5]2[CH:6]=[CH:7][C:2]([Br:1])=[CH:3][CH:4]=2)[OH:19])[CH2:21][CH2:22]1)=[O:27])[C:30]1[CH:35]=[CH:34][CH:33]=[CH:32][CH:31]=1 |f:1.2|. Reported procedure: A solution of 1-bromo-4-iodobenzene (17.16 g, 60.7 mmol) in THF (130 ml) was immersed in a dry ice-methanol bath. EtMgBr 3M in diethylether (27.0 ml, 81 mmol) was added slowly via syringe at −44° C. to −40° C. (exothermic reaction, grey precipitation!). The reaction mixture was allowed to warm up to −10° C. and after 2 hrs 1-bromo-4-iodobenzene was gone. Then a solution of benzyl 4-formylpiperidine-1-carboxylate (10 g, 40.4 mmol) in THF (30 ml) was added slowly below −65° C. The reaction was all... Reactants: CC(C)(C)OC(=O)OC(=O)OC(C)(C)C, CC(=O)O[BH-](OC(C)=O)OC(C)=O, CC(=O)O, CC#N, CN(C)c1ccncc1, O=Cc1ccc2[nH]ccc2c1, [Na+], [Na+], [Na+], O=C([O-])[O-], O, OCCN1CCNCC1. Yields the product OCCN1CCN(Cc2ccc3[nH]ccc3c2)CC1. RXN SMILES: [C:12]([O:13][C:14]([O:15][C:16]([O:17][C:18]([CH3:19])([CH3:20])[CH3:21])=[O:22])=[O:23])([CH3:24])([CH3:25])[CH3:26].[C:40]([O:41][BH-:42]([O:43][C:44](=[O:45])[CH3:46])[O:47][C:48](=[O:49])[CH3:50])(=[O:51])[CH3:52].[CH3:36][C:37](=[O:38])[OH:39].[CH3:60][C:61]#[N:62].[CH3:63][N:64]([c:65]1[cH:66][cH:67][n:68][cH:69][cH:70]1)[CH3:71].[CH:1](=[O:2])[c:3]1[cH:4][c:5]2[cH:6][cH:7][nH:8][c:9]2[cH:10][cH:11]1.[Na+:53].[Na+:54].[Na+:55].[O-:56][C:57](=[O:58])[O-:59].[OH2:72].[OH:27][CH2:28][CH2:29][N:30]1[CH2:31][CH2:32][NH:33][CH2:34][CH2:35]1>>[CH2:1]([c:3]1[cH:4][c:5]2[cH:6][cH:7][nH:8][c:9]2[cH:10][cH:11]1)[N:33]1[CH2:32][CH2:31][N:30]([CH2:29][CH2:28][OH:27])[CH2:35][CH2:34]1.